Dataset: the Open Reaction Database (ORD), a public repository of structured organic reaction records. Task: describe an organic reaction: reactants, conditions, products, and yield Starting materials: O=C1CCC(=O)N1Br, CC#N, Nc1ncccc1C(F)(F)F. The product is Nc1ncc(Br)cc1C(F)(F)F. Reaction SMILES: [Br:12][N:13]1[C:14](=[O:15])[CH2:16][CH2:17][C:18]1=[O:19].[CH3:20][C:21]#[N:22].[F:1][C:2]([c:3]1[c:4]([NH2:9])[n:5][cH:6][cH:7][cH:8]1)([F:10])[F:11]>>[F:1][C:2]([c:3]1[c:4]([NH2:9])[n:5][cH:6][c:7]([Br:12])[cH:8]1)([F:10])[F:11]. The reactants are NC1=NC=CC(=N1)Cl (2-amino-4-chloropyrimidine), N1CCC2=CC=CC=C12 (indoline). Solvent: O1CCOCC1 (dioxan). Product: NC1=NC=CC(=N1)N1CCC2=CC=CC=C12 (2-amino-4-(indolin-1-yl)pyrimidine). Yield: 89.2%. Reaction SMILES: [NH2:1][C:2]1[N:7]=[C:6](Cl)[CH:5]=[CH:4][N:3]=1.[NH:9]1[C:17]2[C:12](=[CH:13][CH:14]=[CH:15][CH:16]=2)[CH2:11][CH2:10]1>O1CCOCC1>[NH2:1][C:2]1[N:7]=[C:6]([N:9]2[C:17]3[C:12](=[CH:13][CH:14]=[CH:15][CH:16]=3)[CH2:11][CH2:10]2)[CH:5]=[CH:4][N:3]=1. Procedure details: A suspension of 2-amino-4-chloropyrimidine (1.3 g; 10 mM) in dioxan (30 ml) was treated with indoline (2.4 g; 20 mM) and the mixture was heated for 18 hours at 95°-100° C. The precipitated product was separated from the cooled mixture by filtration and suspended in a mixture of 2-propanol (30 ml) and a solution of potassium hydroxide flake (6 g) in water (10 ml). This mixture was stirred and heated at 95°-100° C. for one hour. The hot 2-propanol solution was separated from the aqueous layer and ... Starting materials: [H-].[Na+] (sodium hydride), CN(C=O)C (dimethylformamide), CN1N=CC=C1NC(C1=CC=C(C=C1)C(F)(F)F)=O (N-(1-methyl-1H-pyrazol-5-yl)-4-(trifluoromethyl)benzamide), CI (methyl iodide). Run in O (water). Conditions: time 20 minute. Yields the product CN(C(C1=CC=C(C=C1)C(F)(F)F)=O)C1=CC=NN1C (N-methyl-N-(1-methyl-1H-pyrazol-5-yl)-4-(trifluoromethyl)benzamide). As a reaction SMILES: [H-].[Na+].[CH3:3]N(C)C=O.[CH3:8][N:9]1[C:13]([NH:14][C:15](=[O:26])[C:16]2[CH:21]=[CH:20][C:19]([C:22]([F:25])([F:24])[F:23])=[CH:18][CH:17]=2)=[CH:12][CH:11]=[N:10]1.CI>O>[CH3:3][N:14]([C:13]1[N:9]([CH3:8])[N:10]=[CH:11][CH:12]=1)[C:15](=[O:26])[C:16]1[CH:17]=[CH:18][C:19]([C:22]([F:23])([F:24])[F:25])=[CH:20][CH:21]=1 |f:0.1|. Procedure: Under cooling in an ice bath, 60% sodium hydride (39 mg) was added to a dimethylformamide (2.1 mL) solution of N-(1-methyl-1H-pyrazol-5-yl)-4-(trifluoromethyl)benzamide (200 mg), and the obtained solution was then stirred for 20 minutes. Thereafter, methyl iodide (51 μL) was added to the reaction solution, and the obtained solution was then stirred for 1.5 hours, and then at a room temperature for 17 hours. Thereafter, water was added to the reaction solution, and the obtained mixture was then e... Reactants: solution, C(C)(C)[N-]C(C)C.[Li+] (lithium diisopropylamide), CON(C(CC)=O)C (N-methoxy-N-methylpropionamide), IC=1SC=CC1 (2-iodothiophene). Run in C1CCOC1.CCCCCCC.C(C)C1=CC=CC=C1 (THF heptane ethylbenzene), C1CCOC1 (THF), C1CCOC1 (THF), C1CCOC1 (THF). Run at temperature -40 celsius, time 30 minute. The product is IC1=CC=C(S1)C(CC)=O (1-(5-iodothiophen-2-yl)propan-1-one). Yield: 48.9%. Reaction SMILES: C([N-]C(C)C)(C)C.[Li+].[I:9][C:10]1[S:11][CH:12]=[CH:13][CH:14]=1.CON(C)[C:18](=[O:21])[CH2:19][CH3:20]>C1COCC1.CCCCCCC.C(C1C=CC=CC=1)C.C1COCC1>[I:9][C:10]1[S:11][C:12]([C:18](=[O:21])[CH2:19][CH3:20])=[CH:13][CH:14]=1 |f:0.1,4.5.6|. Procedure: 38.4 ml of a 2M solution of lithium diisopropylamide (8.2 g, 76.8 mmol) in THF-heptane-ethylbenzene was added to THF (50 ml) taken in a 500 three neck RB flask equipped with a nitrogen inlet. The mixture was cooled to −40° C. and then 2-iodothiophene (16.1 g, 76.8 mmol) taken in 50 ml of THF was added with vigorous stirring. After 10 minutes the mixture was warmed to −10° C. and stirred for 30 min. The reaction mixture was re-cooled to −40° C. and N-methoxy-N-methylpropionamide (9 g, 76.8 mmol) ... Starting materials: C(C)OC(=O)C=1C=NC(=CC1NCC1=CC=CC=C1)N(C=1C=NC(=CC1)N1CCOCC1)CC1=CC=C(C=C1)OC (4-benzylamino-6-[4-methoxybenzyl-(6-morpholinopyridin-3-yl)amino]pyridine-3-carboxylic acid ethylester), Cl (hydrochloric acid). Run in C(C)O (ethanol), [OH-].[Na+] (sodium hydroxide), O (water). Run at temperature 80 celsius, time 1 hour. The product is C(C1=CC=CC=C1)NC1=C(C=NC(=C1)N(C=1C=NC(=CC1)N1CCOCC1)CC1=CC=C(C=C1)OC)C(=O)O (4-benzylamino-6-[4-methoxybenzyl-(6-morpholinopyridin-3-yl)amino]pyridine-3-carboxylic acid). Isolated yield 119.4%. RXN SMILES: C([O:3][C:4]([C:6]1[CH:7]=[N:8][C:9]([N:20]([CH2:33][C:34]2[CH:39]=[CH:38][C:37]([O:40][CH3:41])=[CH:36][CH:35]=2)[C:21]2[CH:22]=[N:23][C:24]([N:27]3[CH2:32][CH2:31][O:30][CH2:29][CH2:28]3)=[CH:25][CH:26]=2)=[CH:10][C:11]=1[NH:12][CH2:13][C:14]1[CH:19]=[CH:18][CH:17]=[CH:16][CH:15]=1)=[O:5])C.Cl>C(O)C.[OH-].[Na+].O>[CH2:13]([NH:12][C:11]1[CH:10]=[C:9]([N:20]([CH2:33][C:34]2[CH:35]=[CH:36][C:37]([O:40][CH3:41])=[CH:38][CH:39]=2)[C:21]2[CH:22]=[N:23][C:24]([N:27]3[CH2:32][CH2:31][O:30][CH2:29][CH2:28]3)=[CH:25][CH:26]=2)[N:8]=[CH:7][C:6]=1[C:4]([OH:5])=[O:3])[C:14]1[CH:19]=[CH:18][CH:17]=[CH:16][CH:15]=1 |f:3.4|. Procedure details: 3.0 mg of 4-benzylamino-6-[4-methoxybenzyl-(6-morpholinopyridin-3-yl)amino]pyridine-3-carboxylic acid ethylester was dissolved in 1 mL of ethanol, to which 1 mL of 2 mol/L sodium hydroxide in water was added, and stirred at 80° C. for 1 hour. After cooling, hydrochloric acid was added to neutralize the reaction mixture. It was extracted with chloroform, the extract was washed with saturated saline, and dried on anhydrous sodium sulfate. The solvent was evaporated to obtain 3.4 mg of the title co...